This data is from the Open Reaction Database (ORD), a public repository of structured organic reaction records. The task is: describe an organic reaction: reactants, conditions, products, and yield Reactants: N1C(C2(C3=CC=CC=C13)COC1=CC3=C(OCCO3)C=C12)=O (2,3-dihydrospiro[furo[2,3-g][1,4]benzodioxine-8,3′-indol]-2′(1′H)-one), CC1=CC=C(C=C1)S(=O)(=O)OC[C@@H]1OCCOC1 ((R)-(1,4-dioxan-2-yl)methyl 4-methylbenzenesulfonate), N1C(C2(C3=CC=CC=C13)COC=1C2=CC2=C(OCO2)C1)=O (spiro[furo[2,3-f][1,3]benzodioxole-7,3′-indol]-2′(1′H)-one), BrCC1=C(C=CC=C1)C(F)F (1-(bromomethyl)-2-(difluoromethyl)benzene). Yields the product FC(C1=C(CC2C(C3(C4=CC=CC=C24)COC2=CC4=C(OCCO4)C=C23)=O)C=CC=C1)F (3′-[2-(difluoromethyl)benzyl]-2,3-dihydrospiro[furo[2,3-g][1,4]benzodioxine-8,1′-inden]-2′(3′H)-one). Reaction SMILES: N1[C:9]2[C:4](=[CH:5][CH:6]=[CH:7][CH:8]=2)[C:3]2([C:21]3[C:12](=[CH:13][C:14]4[O:19][CH2:18][CH2:17][O:16][C:15]=4[CH:20]=3)[O:11][CH2:10]2)[C:2]1=[O:22].N1C2C(=CC=CC=2)[C:25]2([C:35]3=[CH:36][C:37]4OCO[C:38]=4[CH:42]=[C:34]3O[CH2:32]2)C1=O.BrCC1C=CC=CC=1[CH:52]([F:54])[F:53].CC1C=CC(S(OC[C@H]2COCCO2)(=O)=O)=CC=1>>[F:53][CH:52]([F:54])[C:34]1[CH:42]=[CH:38][CH:37]=[CH:36][C:35]=1[CH2:25][CH:32]1[C:9]2[C:4](=[CH:5][CH:6]=[CH:7][CH:8]=2)[C:3]2([C:21]3[C:12](=[CH:13][C:14]4[O:19][CH2:18][CH2:17][O:16][C:15]=4[CH:20]=3)[O:11][CH2:10]2)[C:2]1=[O:22]. Procedure: Following the procedure as described in EXAMPLE 8 and making non-critical variations using 2,3-dihydrospiro[furo[2,3-g][1,4]benzodioxine-8,3′-indol]-2′(1′H)-one to replace spiro[furo[2,3-f][1,3]benzodioxole-7,3′-indol]-2′(1′H)-one, and 1-(bromomethyl)-2-(difluoromethyl)benzene to replace (R)-(1,4-dioxan-2-yl)methyl 4-methylbenzenesulfonate, 3′-[2-(difluoromethyl)benzyl]-2,3-dihydrospiro[furo[2,3-g][1,4]benzodioxine-8,1′-inden]-2′(3′H)-one was obtained (52%) as a colorless solid: mp 191-193° C.; ...